Dataset: the Open Reaction Database (ORD), a public repository of structured organic reaction records. Task: describe an organic reaction: reactants, conditions, products, and yield The reactants are NC1=CC=CC2=C1C(C=C(O2)C2=CC=C(C=C2)N)=O (5-amino-2-(4-aminophenyl)-4H-1-benzopyran-4-one), A-374789, BrN1C(CCC1=O)=O (N-bromosuccinimide). Run in O1CCOCC1 (dioxane). Run at time 2 hour. Product: NC1=CC=C(C2=C1C(C=C(O2)C2=CC=C(C=C2)N)=O)Br (5-Amino-2-(4-aminophenyl)-8-bromo-4H-1-benzopyran-4-one). The yield is 19.5%. As a reaction SMILES: [NH2:1][C:2]1[C:7]2[C:8](=[O:19])[CH:9]=[C:10]([C:12]3[CH:17]=[CH:16][C:15]([NH2:18])=[CH:14][CH:13]=3)[O:11][C:6]=2[CH:5]=[CH:4][CH:3]=1.[Br:20]N1C(=O)CCC1=O>O1CCOCC1>[NH2:1][C:2]1[C:7]2[C:8](=[O:19])[CH:9]=[C:10]([C:12]3[CH:17]=[CH:16][C:15]([NH2:18])=[CH:14][CH:13]=3)[O:11][C:6]=2[C:5]([Br:20])=[CH:4][CH:3]=1. Procedure: 2.50 g (11.9 mmol) of 5-amino-2-(4-aminophenyl)-4H-1-benzopyran-4-one (EP-A-374789) was dissolved in 75 ml of dioxane, 1.86 g (13.1 mmol) of N-bromosuccinimide was added and the mixture was stirred at room temperature for 2 hours. The reaction solution was concentrated under reduced pressure, and the residue was extracted with a mixed solution of chloroform and methanol. The extract was washed with an aqueous saturated solution of sodium chloride and dried over anhydrous sodium sulfate. The orga... Starting materials: O=C([O-])[O-], CN1Cc2ccccc2C(Oc2ccc([N+](=O)[O-])cc2)C1, CCOC(=O)Cl, [K+], [K+], c1ccccc1. Product: CCOC(=O)N1Cc2ccccc2C(Oc2ccc([N+](=O)[O-])cc2)C1. Reaction SMILES: [C:28](=[O:29])([O-:30])[O-:31].[CH3:1][N:2]1[CH2:3][c:4]2[cH:5][cH:6][cH:7][cH:8][c:9]2[CH:10]([O:12][c:13]2[cH:14][cH:15][c:16]([N+:19](=[O:20])[O-:21])[cH:17][cH:18]2)[CH2:11]1.[Cl:22][C:23](=[O:24])[O:25][CH2:26][CH3:27].[K+:32].[K+:33].[cH:34]1[cH:35][cH:36][cH:37][cH:38][cH:39]1>>[N:2]1([C:23](=[O:24])[O:25][CH2:26][CH3:27])[CH2:3][c:4]2[cH:5][cH:6][cH:7][cH:8][c:9]2[CH:10]([O:12][c:13]2[cH:14][cH:15][c:16]([N+:19](=[O:20])[O-:21])[cH:17][cH:18]2)[CH2:11]1. Yield: 82.0%. The product is C(CCC)NC1=CC=C(C=C1)N1CCC(CC1)=O (1-[4-(butylamino)phenyl]-4-piperidineone). RXN SMILES: [CH2:1]([NH:5][C:6]1[CH:11]=[CH:10][CH:9]=[CH:8][CH:7]=1)[CH2:2][CH2:3][CH3:4].Cl(O)(=O)(=O)=O.[OH-:17].[NH4+:18]>Cl>[CH2:1]([NH:5][C:6]1[CH:11]=[CH:10][C:9]([N:18]2[CH2:10][CH2:11][C:6](=[O:17])[CH2:7][CH2:8]2)=[CH:8][CH:7]=1)[CH2:2][CH2:3][CH3:4] |f:2.3|. Reaction conditions: time 3 day. Reactants: C(CCC)NC1=CC=CC=C1 (N-butyl aniline), Cl(=O)(=O)(=O)O (perchloric acid), [OH-].[NH4+] (ammonium hydroxide). The solvent is Cl (hydrochloric acid). Procedure details: A solution of 8-(4-nitro-phenyl)-1,4-dioxa-8-aza-spiro[4.5]decane (13.01 g, 49 mmol) was hydrogenated under 45 psi for one hour using 10% palladium on carbon (2.5 g) as catalyst. The reaction mixture was filtered through celite pad and the filtrate was concentrated down to give a white solid (11.46 g, 100%). This material was taken onto next step immediately. To a stirred mixture, under N2 atmosphere, of the aniline (11.46 g, 49 mmol), butryaldehyde (4.43 mL, 49 mmol) in tetrahydrofuran (250 mL)... Starting materials: FC1=CC=C(C=C1)C1=C(C(=NC(=C1)C1=CC=CC=C1)C(C)C)C#CC(=O)O (3-(4-(4-fluorophenyl)-2-(1-methylethyl)-6-phenylpyridin-3-yl)prop-2-ynoic acid), [N+](=[N-])=C (diazomethane). The solvent is C(C)OCC (diethyl ether). Product: FC1=CC=C(C=C1)C1=C(C(=NC(=C1)C1=CC=CC=C1)C(C)C)C#CC(=O)OC (Methyl 3-(4-(4-fluorophenyl)-2-(1-methylethyl)-6-phenylpyridin-3-yl)prop-2-ynoate). Reaction SMILES: [F:1][C:2]1[CH:7]=[CH:6][C:5]([C:8]2[CH:13]=[C:12]([C:14]3[CH:19]=[CH:18][CH:17]=[CH:16][CH:15]=3)[N:11]=[C:10]([CH:20]([CH3:22])[CH3:21])[C:9]=2[C:23]#[C:24][C:25]([OH:27])=[O:26])=[CH:4][CH:3]=1.[N+](=[CH2:30])=[N-]>C(OCC)C>[F:1][C:2]1[CH:7]=[CH:6][C:5]([C:8]2[CH:13]=[C:12]([C:14]3[CH:19]=[CH:18][CH:17]=[CH:16][CH:15]=3)[N:11]=[C:10]([CH:20]([CH3:22])[CH3:21])[C:9]=2[C:23]#[C:24][C:25]([O:27][CH3:30])=[O:26])=[CH:4][CH:3]=1. Reported procedure: 11.0 g of the crude 3-(4-(4-fluorophenyl)-2-(1-methylethyl)-6-phenylpyridin-3-yl)prop-2-ynoic acid were dissolved in 400 ml of diethyl ether, and ethereal diazomethane solution was added in portions until the reaction was complete according to TLC. The solvent was evaporated off and then the remaining crude ester was purified by column chromatography (silica gel; cyclohexane/dichloromethane 1:1). The title compound was obtained in a yield of 8.85 g, corresponding to 98% based on the dibromide em... The reactants are C(C)OC(CN1CCN(CC1)CCCC1=C(NC=2CCCCC12)C=O)=O ((4-[3-(2-Formyl-4,5,6,7-tetrahydro-1H-indol-3-yl)-propyl]-piperazin-1-yl}-acetic acid ethyl ester), C([O-])([O-])=O.[K+].[K+] (potassium carbonate). The solvent is CO.O (methanol water). The product is C(=O)C=1NC=2CCCCC2C1CCCN1CCN(CC1)CC(=O)O ((4-[3-(2-formyl-4,5,6,7-tetrahydro-1H-indol-3-yl)-propyl]-piperazin-1-yl}-acetic acid). As a reaction SMILES: C([O:3][C:4](=[O:26])[CH2:5][N:6]1[CH2:11][CH2:10][N:9]([CH2:12][CH2:13][CH2:14][C:15]2[C:23]3[CH2:22][CH2:21][CH2:20][CH2:19][C:18]=3[NH:17][C:16]=2[CH:24]=[O:25])[CH2:8][CH2:7]1)C.C(=O)([O-])[O-].[K+].[K+]>CO.O>[CH:24]([C:16]1[NH:17][C:18]2[CH2:19][CH2:20][CH2:21][CH2:22][C:23]=2[C:15]=1[CH2:14][CH2:13][CH2:12][N:9]1[CH2:10][CH2:11][N:6]([CH2:5][C:4]([OH:26])=[O:3])[CH2:7][CH2:8]1)=[O:25] |f:1.2.3,4.5|. Procedure details: {(4-[3-(2-Formyl-4,5,6,7-tetrahydro-1H-indol-3-yl)-propyl]-piperazin-1-yl}-acetic acid ethyl ester (80 mg), prepared as described in example 17, was treated with potassium carbonate (38 mg, 1 mmol) in methanol/water (6/1) at room temperature for over night. The reaction solution was rotary evaporated and the residue was washed with dichloromethane/methanol (10/1) 3 times. The combined organic solution was concentrated till dryness to give {(4-[3-(2-formyl-4,5,6,7-tetrahydro-1H-indol-3-yl)-propyl...